describe an organic reaction: reactants, conditions, products, and yield From a dataset of the Open Reaction Database (ORD), a public repository of structured organic reaction records. Starting materials: [N+](=O)([O-])C1=C(C(=O)N2CC2)C=CC=C1 (1-(2-nitrobenzoyl)aziridine), ClC1=CC=C(C=C1)C1(CCNCC1)O (4-(4-chlorophenyl)-4-piperidinol), C1=CC=CC=C1 (benzene). Run in CO (methanol). The product is Cl.ClC1=CC=C(C=C1)C1(CCN(CC1)CCNC(C1=C(C=CC=C1)[N+](=O)[O-])=O)O (N-{2-[4-(4-chlorophenyl)-4- hydroxy-1-piperidinyl]ethyl}-2-nitrobenzamide hydrochloride). As a reaction SMILES: [N+:1]([C:4]1[CH:14]=[CH:13][CH:12]=[CH:11][C:5]=1[C:6]([N:8]1[CH2:10][CH2:9]1)=[O:7])([O-:3])=[O:2].[Cl:15][C:16]1[CH:21]=[CH:20][C:19]([C:22]2([OH:28])[CH2:27][CH2:26][NH:25][CH2:24][CH2:23]2)=[CH:18][CH:17]=1.C1C=CC=CC=1>CO>[ClH:15].[Cl:15][C:16]1[CH:21]=[CH:20][C:19]([C:22]2([OH:28])[CH2:23][CH2:24][N:25]([CH2:9][CH2:10][NH:8][C:6](=[O:7])[C:5]3[CH:11]=[CH:12][CH:13]=[CH:14][C:4]=3[N+:1]([O-:3])=[O:2])[CH2:26][CH2:27]2)=[CH:18][CH:17]=1 |f:4.5|. Procedure: A mixture of 7.6 parts of 1-(2-nitrobenzoyl)aziridine, 8.46 parts of 4-(4-chlorophenyl)-4-piperidinol, 43.2 parts of benzene and 6.4 parts of methanol is stirred and refluxed for 1.50 hours. The reaction mixture is cooled and the product is extracted with trichloromethane. The extract is washed three times with water, dried, filtered and evaporated. The residue is converted into the hydrochloride salt in 2-propanone. The salt is filtered off and crystallized from a mixture of ethanol and 2,2'-ox... Starting materials: COC(CC1=COC2=C1C=CC(=C2)O)=O ((6-hydroxy-benzofuran-3-yl)-acetic acid methyl ester), ClCC1=NOC(=C1)C1=CC=C(C=C1)Cl (3-(chloromethyl)-5-(4-chlorophenyl)isoxazole). The solvent is C(C)#N (acetonitrile). Reaction conditions: time 64 hour. Product: COC(CC1=COC2=C1C=CC(=C2)OCC2=NOC(=C2)C2=CC=C(C=C2)Cl)=O ({6-[5-(4-Chloro-phenyl)-isoxazol-3-ylmethoxy]-benzofuran-3-yl}-acetic acid methyl ester). As a reaction SMILES: [CH3:1][O:2][C:3](=[O:15])[CH2:4][C:5]1[C:9]2[CH:10]=[CH:11][C:12]([OH:14])=[CH:13][C:8]=2[O:7][CH:6]=1.Cl[CH2:17][C:18]1[CH:22]=[C:21]([C:23]2[CH:28]=[CH:27][C:26]([Cl:29])=[CH:25][CH:24]=2)[O:20][N:19]=1>C(#N)C>[CH3:1][O:2][C:3](=[O:15])[CH2:4][C:5]1[C:9]2[CH:10]=[CH:11][C:12]([O:14][CH2:17][C:18]3[CH:22]=[C:21]([C:23]4[CH:28]=[CH:27][C:26]([Cl:29])=[CH:25][CH:24]=4)[O:20][N:19]=3)=[CH:13][C:8]=2[O:7][CH:6]=1. Reported procedure: A solution of (6-hydroxy-benzofuran-3-yl)-acetic acid methyl ester (0.41 g, 2.0 mmol) and commercially available 3-(chloromethyl)-5-(4-chlorophenyl)isoxazole (0.46 g, 2.0 mmol) were combined in 15 ml of acetonitrile. The mixture was stirred at room temperature for 64 hours and filtered. The insoluble material was washed on the funnel several times with fresh acetonitrile. The bulk of the solvent was evaporated, and the residue was partitioned between 200 ml of ethyl acetate and 150 ml of brine. ...